Dataset: the Open Reaction Database (ORD), a public repository of structured organic reaction records. Task: describe an organic reaction: reactants, conditions, products, and yield Starting materials: BrCC1OCC2=C(O1)C=C(C=C2)S(=O)(=O)C (2-(bromomethyl)-7-(methylsulfonyl)-4H-1,3-benzodioxine), C(C)N (ethanamine). Run in C(C)#N (ACN). Reaction conditions: temperature 150 celsius. The product is CS(=O)(=O)C=1C=CC2=C(OC(OC2)CNCC)C1 (N-{[7-(METHYLSULFONYL)-4H-1,3-BENZODIOXIN-2-YL]METHYL}ETHANAMINE). Yield: 56.7%. RXN SMILES: Br[CH2:2][CH:3]1[O:8][C:7]2[CH:9]=[C:10]([S:13]([CH3:16])(=[O:15])=[O:14])[CH:11]=[CH:12][C:6]=2[CH2:5][O:4]1.[CH2:17]([NH2:19])[CH3:18]>C(#N)C>[CH3:16][S:13]([C:10]1[CH:11]=[CH:12][C:6]2[CH2:5][O:4][CH:3]([CH2:2][NH:19][CH2:17][CH3:18])[O:8][C:7]=2[CH:9]=1)(=[O:15])=[O:14]. Procedure details: A mixture of 2-(bromomethyl)-7-(methylsulfonyl)-4H-1,3-benzodioxine (0.40 g, 1.30 mmol), ethanamine (70% in water, 3.0 ml, 37.8 mmol) and ACN (3.0 ml) was heated in a microwave oven at 150° C. for 20 min. The volatiles were evaporated in vacuum. The residue was chromathographed twice on a silica column using EtOAc/MeOH (2:1) as eluent. Collection of the fractions containing pure product and evaporation of the solvent afforded the title compound (0.2 g, 57%). The amine was converted into hydrochl...